Dataset: the Open Reaction Database (ORD), a public repository of structured organic reaction records. Task: describe an organic reaction: reactants, conditions, products, and yield Reactants: C(C)OC(COC1=C(C=C(C=C1)Br)C(CBr)=O)=O ([4-bromo-2-(2-bromoacetyl)phenoxy]acetic acid ethyl ester), COC1=CC=C(C(=O)N)C=C1 (4-methoxybenzamide). The product is BrC1=CC(=C(OCC(=O)O)C=C1)C=1N=C(OC1)C1=CC=C(C=C1)OC ({4-Bromo-2-[2-(4-methoxyphenyl)oxazol-4-yl]phenoxy}acetic acid). RXN SMILES: C([O:3][C:4](=[O:18])[CH2:5][O:6][C:7]1[CH:12]=[CH:11][C:10]([Br:13])=[CH:9][C:8]=1[C:14](=O)[CH2:15]Br)C.[CH3:19][O:20][C:21]1[CH:29]=[CH:28][C:24]([C:25]([NH2:27])=[O:26])=[CH:23][CH:22]=1>>[Br:13][C:10]1[CH:11]=[CH:12][C:7]([O:6][CH2:5][C:4]([OH:3])=[O:18])=[C:8]([C:14]2[N:27]=[C:25]([C:24]3[CH:28]=[CH:29][C:21]([O:20][CH3:19])=[CH:22][CH:23]=3)[O:26][CH:15]=2)[CH:9]=1. Procedure: Title compound was prepared from [4-bromo-2-(2-bromoacetyl)phenoxy]acetic acid ethyl ester and 4-methoxybenzamide according to GP5 and GP3: LC/MS (an10p8) Rt 2.61 min, m/z 404 [M+H]+. Reactants: NC(C#N)(CN1N=C2C(=N1)C=C(C(=C2)Cl)Cl)C (2-amino-3-(5,6-dichloro-2H-benzotriazol-2-yl)-2-methylpropionitrile), FC(C1=CC=C(C(=S)Cl)C=C1)(F)F (4-trifluoromethylthiobenzoyl chloride). Product: C(#N)C(CN1N=C2C(=N1)C=C(C(=C2)Cl)Cl)(C)NC(C2=CC=C(C=C2)C(F)(F)F)=S (N-[1-Cyano-2-(5,6-dichloro-2H-benzotriazol-2-yl)-1-methylethyl]-4-trifluoromethylthiobenzamide), solid. Isolated yield 34.0%. Reaction SMILES: [NH2:1][C:2]([CH3:17])([CH2:5][N:6]1[N:10]=[C:9]2[CH:11]=[C:12]([Cl:16])[C:13]([Cl:15])=[CH:14][C:8]2=[N:7]1)[C:3]#[N:4].[F:18][C:19]([F:30])([F:29])[C:20]1[CH:28]=[CH:27][C:23]([C:24](Cl)=[S:25])=[CH:22][CH:21]=1>>[C:3]([C:2]([NH:1][C:24](=[S:25])[C:23]1[CH:22]=[CH:21][C:20]([C:19]([F:18])([F:29])[F:30])=[CH:28][CH:27]=1)([CH3:17])[CH2:5][N:6]1[N:10]=[C:9]2[CH:11]=[C:12]([Cl:16])[C:13]([Cl:15])=[CH:14][C:8]2=[N:7]1)#[N:4]. Procedure details: Using a procedure similar to that described in Example 1, except using 2-amino-3-(5,6-dichloro-2H-benzotriazol-2-yl)-2-methylpropionitrile, described in Example 13, and 4-trifluoromethylthiobenzoyl chloride, the title compound was isolated as a white solid (90 mg, 34%). MS (ES): M/Z [M+H]=474. 1H NMR: (400 MHz, DMSO-d6): 1.74 (s, 3H), 5.41-5.51 (m, 2H), 7.82-7.91 (m, 4H), 8.41 (br s, 2H) and 9.00 (s, 1H). 19F NMR (376 MHz, DMSO-d6): −41.94 (s, 3F).